Task: describe an organic reaction: reactants, conditions, products, and yield. Dataset: the Open Reaction Database (ORD), a public repository of structured organic reaction records Reactants: FC1=C(C=CC(=C1)[N+](=O)[O-])N(C=1C2=C(N=CC1)NC=C2)C (N-(2-fluoro-4-nitrophenyl)-N-methyl-1H-pyrrolo[2,3-b]pyridine-4-amine), [H][H] (hydrogen). Reagents/catalysts: [Pd] (palladium-on-carbon). The solvent is C(C)O (ethanol). The product is FC1=C(C=CC(=C1)N)N(C1=C2C(=NC=C1)NC=C2)C (2-Fluoro-N1-methyl-N1-1H-pyrrolo[2,3-b]pyridin-4-ylbenzene-1,4-diamine). RXN SMILES: [F:1][C:2]1[CH:7]=[C:6]([N+:8]([O-])=O)[CH:5]=[CH:4][C:3]=1[N:11]([CH3:21])[C:12]1[C:13]2[CH:20]=[CH:19][NH:18][C:14]=2[N:15]=[CH:16][CH:17]=1.[H][H]>C(O)C.[Pd]>[F:1][C:2]1[CH:7]=[C:6]([NH2:8])[CH:5]=[CH:4][C:3]=1[N:11]([CH3:21])[C:12]1[CH:17]=[CH:16][N:15]=[C:14]2[NH:18][CH:19]=[CH:20][C:13]=12. Reported procedure: 9 mg of 10% palladium-on-carbon are added to a solution of 28 mg (0.08 mmol) of N-(2-fluoro-4-nitrophenyl)-N-methyl-1H-pyrrolo[2,3-b]pyridine-4-amine in 10 ml of ethanol, and the suspension is stirred in a hydrogen atmosphere at atmospheric pressure overnight. The suspension is filtered through kieselguhr and the kieselguhr is washed with ethanol. Concentration under reduced pressure gives the target product. Starting materials: C(C)(=O)OC(=O)C1=CC(OC)=C(O)C=C1 (Acetoxy vanillin), C(=O)C1=C(C=CC=C1)P(C1=CC=CC=C1)(C1=CC=CC=C1)=C (formyl methylenetriphenylphosphorane), C1CCOC1 (THF). Yields the product C(C)(=O)OC1=C(C=C(C=CC=O)C=C1)OC (4-acetoxy-3-methoxycinnamaldehyde). Yield: 54.0%. RXN SMILES: C(O[C:5]([C:7]1[CH:15]=[CH:14][C:12]([OH:13])=[C:9]([O:10][CH3:11])[CH:8]=1)=O)(=O)C.[CH:16]([C:18]1C=CC=CC=1P(=C)(C1C=CC=CC=1)C1C=CC=CC=1)=[O:17].C1C[O:41][CH2:40][CH2:39]1>>[C:40]([O:13][C:12]1[CH:14]=[CH:15][C:7]([CH:5]=[CH:18][CH:16]=[O:17])=[CH:8][C:9]=1[O:10][CH3:11])(=[O:41])[CH3:39]. Reported procedure: Acetoxy vanillin (5.0 g, 2.6×10-2M) is dissolved in dry THF (300 ml) with formyl methylenetriphenylphosphorane (78 g, 2.6×10-2M) and refluxed under an atmosphere of argon for 80 hours. The reaction mixture is concentrated to dryness and chromatographed on flash silica to afford 4-acetoxy-3-methoxycinnamaldehyde (3 g, 54% yield); mp=83°-86° C.